From a dataset of the Open Reaction Database (ORD), a public repository of structured organic reaction records. describe an organic reaction: reactants, conditions, products, and yield Product: ClC=1C=C(C=CC1)NC1=NC2=C(C(O1)=O)C=C(C=C2)CCCCCCCC (2-(3-chlorophenylamino)-6-octyl-4H-3,1-benzoxazin-4-one). As a reaction SMILES: [C:1]([OH:10])(=[O:9])[C:2]1[C:3](=[CH:5][CH:6]=[CH:7][CH:8]=1)[NH2:4].[Cl:11][C:12]1[CH:13]=[C:14]([N:18]=[C:19]=O)[CH:15]=[CH:16][CH:17]=1.O1[C:26]2[CH:27]=[CH:28][CH:29]=[CH:30][C:25]=2[CH2:24][C:23](=O)N1.NC(N)=O>C1COCC1>[Cl:11][C:12]1[CH:13]=[C:14]([NH:18][C:19]2[O:9][C:1](=[O:10])[C:2]3[CH:8]=[C:7]([CH2:23][CH2:24][CH2:25][CH2:26][CH2:27][CH2:28][CH2:29][CH3:30])[CH:6]=[CH:5][C:3]=3[N:4]=2)[CH:15]=[CH:16][CH:17]=1. Reported procedure: The anthranilic acid (200 mg, 0.8 mmol) was dissolved in anhydrous THF (1 ml), and to this was added 3-chlorophenylisocyanate (117 μl, 0.96 mmol). The mixture was stirred for 3 h before being concentrated. The residue was partitioned between water and ethyl acetate. The organic layer was washed with 5% aqueous citric acid, saturated aqueous sodium bicarbonate and brine then dried (MgSO4) and concentrated to give an orange solid. This was purified by flash chromatography on silica (15% EtOAc/hexa... Reactants: NC(=O)N (urea), C(C=1C(N)=CC=CC1)(=O)O (anthranilic acid), O1NC(CC2=C1C=CC=C2)=O (benzoxazinone), ClC=1C=C(C=CC1)N=C=O (3-chlorophenylisocyanate). The solvent is C1CCOC1 (THF). Conditions: time 3 hour.